This data is from the Open Reaction Database (ORD), a public repository of structured organic reaction records. The task is: describe an organic reaction: reactants, conditions, products, and yield Reactants: C1(CCCCC1)C(CO)N1C(=NC2=C1C=C(C(=C2)F)F)C=2C(=NC(=CC2)OC)OC (2-cyclohexyl-2-[2-(2,6-dimethoxy-pyridin-3-yl)-5,6-difluoro-benzoimidazol-1-yl]-ethanol), OC1=NC=C(C(=O)OC)C=C1 (methyl 6-hydroxynicotinate), N(=NC(=O)OC(C)(C)C)C(=O)OC(C)(C)C (di-tert-butyl azodicarboxylate). The product is COC(C1=CN=C(C=C1)OCC(N1C(=NC2=C1C=C(C(=C2)F)F)C=2C(=NC(=CC2)OC)OC)C2CCCCC2)=O (6-{2-Cyclohexyl-2-[2-(2,6-dimethoxy-pyridin-3-yl)-5,6-difluoro-benzoimidazol-1-yl]-ethoxy}-nicotinic acid methyl ester). Isolated yield 4.0%. RXN SMILES: [CH:1]1([CH:7]([N:10]2[C:14]3[CH:15]=[C:16]([F:20])[C:17]([F:19])=[CH:18][C:13]=3[N:12]=[C:11]2[C:21]2[C:22]([O:29][CH3:30])=[N:23][C:24]([O:27][CH3:28])=[CH:25][CH:26]=2)[CH2:8][OH:9])[CH2:6][CH2:5][CH2:4][CH2:3][CH2:2]1.O[C:32]1[CH:41]=[CH:40][C:35]([C:36]([O:38][CH3:39])=[O:37])=[CH:34][N:33]=1.N(C(OC(C)(C)C)=O)=NC(OC(C)(C)C)=O>>[CH3:39][O:38][C:36](=[O:37])[C:35]1[CH:40]=[CH:41][C:32]([O:9][CH2:8][CH:7]([CH:1]2[CH2:6][CH2:5][CH2:4][CH2:3][CH2:2]2)[N:10]2[C:14]3[CH:15]=[C:16]([F:20])[C:17]([F:19])=[CH:18][C:13]=3[N:12]=[C:11]2[C:21]2[C:22]([O:29][CH3:30])=[N:23][C:24]([O:27][CH3:28])=[CH:25][CH:26]=2)=[N:33][CH:34]=1. Reported procedure: The title compound was prepared in analogy to Example 4, intermediate from 2-cyclohexyl-2-[2-(2,6-dimethoxy-pyridin-3-yl)-5,6-difluoro-benzoimidazol-1-yl]-ethanol and methyl 6-hydroxynicotinate (commercially available) and replacing di-ethyl azodicarboxylate by di-tert-butyl azodicarboxylate. The crude product was purified by silica gel chromatography using a MPLC system (CombiFlash Companion, Isco Inc.) eluting with a gradient of n-heptane:ethyl acetate (100:0 to 60:40) to give the desired comp...